From a dataset of the Open Reaction Database (ORD), a public repository of structured organic reaction records. describe an organic reaction: reactants, conditions, products, and yield The reactants are C(C)(C)(C)OC(=O)N1CCC2(CN=C(O2)NC=2C=C3C(=NC=NC3=CC2)NC2=CC(=C(C=C2)OC=2C=NC(=CC2)C)C)CC1 (2-{4-[3-methyl-4-(6-methylpyridin-3-yloxy)-phenylamino]-quinazolin-6-ylamino}-1-oxa-3,8-diazaspiro[4.5]dec-2-ene-8-carboxylic acid tert-butyl ester), C(=O)(C(F)(F)F)O (TFA), C(C)(=O)OC(C)=O (acetic anhydride). The solvent is N1=CC=CC=C1 (pyridine), C(Cl)Cl (methylene chloride), C(Cl)Cl (methylene chloride). The product is CC=1C=C(C=CC1OC=1C=NC(=CC1)C)NC1=NC=NC2=CC=C(C=C12)NC=1OC2(CN1)CCN(CC2)C(C)=O (1-(2-{4-[3-Methyl-4-(6-methylpyridin-3-yloxy)-phenylamino]-quinazolin-6-ylamino}-1-oxa-3,8-diaza-spiro[4.5]dec-2-en-8-yl)-ethanone). RXN SMILES: C(OC([N:8]1[CH2:44][CH2:43][C:11]2([O:15][C:14]([NH:16][C:17]3[CH:18]=[C:19]4[C:24](=[CH:25][CH:26]=3)[N:23]=[CH:22][N:21]=[C:20]4[NH:27][C:28]3[CH:33]=[CH:32][C:31]([O:34][C:35]4[CH:36]=[N:37][C:38]([CH3:41])=[CH:39][CH:40]=4)=[C:30]([CH3:42])[CH:29]=3)=[N:13][CH2:12]2)[CH2:10][CH2:9]1)=O)(C)(C)C.[C:45]([OH:51])([C:47](F)(F)F)=O.C(OC(=O)C)(=O)C>C(Cl)Cl.N1C=CC=CC=1>[CH3:42][C:30]1[CH:29]=[C:28]([NH:27][C:20]2[C:19]3[C:24](=[CH:25][CH:26]=[C:17]([NH:16][C:14]4[O:15][C:11]5([CH2:43][CH2:44][N:8]([C:45](=[O:51])[CH3:47])[CH2:9][CH2:10]5)[CH2:12][N:13]=4)[CH:18]=3)[N:23]=[CH:22][N:21]=2)[CH:33]=[CH:32][C:31]=1[O:34][C:35]1[CH:36]=[N:37][C:38]([CH3:41])=[CH:39][CH:40]=1. Procedure: 1-(2-{4-[3-Methyl-4-(6-methylpyridin-3-yloxy)-phenylamino]-quinazolin-6-ylamino}-1-oxa-3,8-diaza-spiro[4.5]dec-2-en-8-yl)-ethanone is prepared from 2-{4-[3-methyl-4-(6-methylpyridin-3-yloxy)-phenylamino]-quinazolin-6-ylamino}-1-oxa-3,8-diazaspiro[4.5]dec-2-ene-8-carboxylic acid tert-butyl ester by standard BOC deprotection methods using TFA in methylene chloride followed by standard acetylation methods using acetic anhydride in a mixture of pyridine and methylene chloride. MS ESI (+) m/z 538 (M+... Starting materials: [OH-].[Na+] (sodium hydroxide), FC1=C(C=CC(=C1F)F)[N+](=O)[O-] (2,3,4-trifluoronitrobenzene), S(O)(O)(=O)=O (sulfuric acid). Run at temperature 40 celsius, time 2 hour. Procedure details: 1.77 kg (10 mol) of 2,3,4-trifluoronitrobenzene are added to 2 l of water, and the mixture is warmed to 40° C. and vigorously stirred. 1760 g (22 mol) of 31.7% strength sodium hydroxide solution are then added dropwise in such a way that the temperature does not rise above 60° C. After about 2 h, GC checking no longer shows any starting compound. The reaction mixture is brought to pH 2.5 using 70% strength sulfuric acid. Steam is then passed into the solution, the product passing over with the s... Reaction SMILES: F[C:2]1[C:7]([F:8])=[C:6]([F:9])[CH:5]=[CH:4][C:3]=1[N+:10]([O-:12])=[O:11].[OH-].[Na+].S(=O)(=O)(O)[OH:16]>O>[F:8][C:7]1[C:6]([F:9])=[CH:5][CH:4]=[C:3]([N+:10]([O-:12])=[O:11])[C:2]=1[OH:16] |f:1.2|. The yield is 85.0%. The solvent is O (water). Product: FC1=C(C(=CC=C1F)[N+](=O)[O-])O (2,3-difluoro-6-nitrophenol). Reactants: Cl.ClCC1(CCCC1)NC1CCCCC1 (1-(chloromethyl)-1-(cyclohexylamino)cyclopentane HCl salt), CC1=C(C=CC(=C1)[N+](=O)[O-])N=C=O (2-methyl-4-nitrophenyl isocyanate), CN1CCOCC1 (N-methylmorpholine). The solvent is ClCCCl (1,2-dichloroethane). Reaction conditions: temperature 50 celsius. Yields the product C1(CCCCC1)N1C(OCC12CCCC2)=NC2=C(C=C(C=C2)[N+](=O)[O-])C (1-cyclohexyl-2-(2-methyl-4-nitrophenylimino)-3-oxa-1-azaspiro[4.4]nonane). Yield: 1.4%. As a reaction SMILES: Cl.Cl[CH2:3][C:4]1([NH:9][CH:10]2[CH2:15][CH2:14][CH2:13][CH2:12][CH2:11]2)[CH2:8][CH2:7][CH2:6][CH2:5]1.[CH3:16][C:17]1[CH:22]=[C:21]([N+:23]([O-:25])=[O:24])[CH:20]=[CH:19][C:18]=1[N:26]=[C:27]=[O:28].CN1CCOCC1>ClCCCl>[CH:10]1([N:9]2[C:4]3([CH2:8][CH2:7][CH2:6][CH2:5]3)[CH2:3][O:28][C:27]2=[N:26][C:18]2[CH:19]=[CH:20][C:21]([N+:23]([O-:25])=[O:24])=[CH:22][C:17]=2[CH3:16])[CH2:15][CH2:14][CH2:13][CH2:12][CH2:11]1 |f:0.1|. Procedure details: To a solution of 1-(chloromethyl)-1-(cyclohexylamino)cyclopentane HCl salt (Method B7b; 1.06 g, 4.2 mmol) and 2-methyl-4-nitrophenyl isocyanate (0.75 g, 4.2 mmol) in 1,2-dichloroethane (10 mL) was added N-methylmorpholine (0.92 mL, 8.4 mmol). The resulting mixture was heated to 50° C. for 18 h, then cooled to 20° C. and concentrated under reduced pressure. The residue was purified by chromatography (SiO2, gradient from hexane to 10% EtOAc/hex) to yield 1-cyclohexyl-2-(2-methyl-4-nitrophenylimino... Product: CN(C1=NC=CC=C1)CCCNC1=NC=C(C(N1)=O)CCC1=CC=CC=C1 (2-[3-(N-methyl-N-pyrid-2-ylamino)propylamino]-5-phenylethylpyrimid-4-one). RXN SMILES: [NH2:1][CH2:2][CH2:3][CH2:4][N:5]([C:7]1[CH:12]=[CH:11][CH:10]=[CH:9][N:8]=1)[CH3:6].CS[C:15]1[NH:20][C:19](=[O:21])[C:18]([CH2:22][CH2:23][C:24]2[CH:29]=[CH:28][CH:27]=[CH:26][CH:25]=2)=[CH:17][N:16]=1>N1C=CC=CC=1>[CH3:6][N:5]([CH2:4][CH2:3][CH2:2][NH:1][C:15]1[NH:20][C:19](=[O:21])[C:18]([CH2:22][CH2:23][C:24]2[CH:29]=[CH:28][CH:27]=[CH:26][CH:25]=2)=[CH:17][N:16]=1)[C:7]1[CH:12]=[CH:11][CH:10]=[CH:9][N:8]=1. Reactants: NCCCN(C)C1=NC=CC=C1 (2-[N-(3-aminopropyl)-N-methylamino]pyridine), CSC1=NC=C(C(N1)=O)CCC1=CC=CC=C1 (2-methylthio-5-phenylethylpyrimid-4-one). Reported procedure: 2-[N-(3-aminopropyl)-N-methylamino]pyridine (0.81 g) and 2-methylthio-5-phenylethylpyrimid-4-one (1.0 g) were heated together under reflux in pyridine (2.5 ml) for 26 hr. After stripping, the residue was crystallised twice from ethanol and finally from acetone to give 2-[3-(N-methyl-N-pyrid-2-ylamino)propylamino]-5-phenylethylpyrimid-4-one, 0.68 g (46%) mp 134°-136° C. Solvent: N1=CC=CC=C1 (pyridine). The reactants are Cn1ncc(Br)c1-c1ccncc1, COCCOC, CON=C1CCc2cc(B(O)O)ccc21, [K+], [K+], O=C([O-])[O-], O. The product is CON=C1CCc2cc(-c3cnn(C)c3-c3ccncc3)ccc21. As a reaction SMILES: [Br:1][c:2]1[cH:3][n:4][n:5]([CH3:13])[c:6]1-[c:7]1[cH:8][cH:9][n:10][cH:11][cH:12]1.[CH2:35]([CH2:36][O:37][CH3:38])[O:39][CH3:40].[CH3:14][O:15][N:16]=[C:17]1[CH2:18][CH2:19][c:20]2[cH:21][c:22]([B:26]([OH:27])[OH:28])[cH:23][cH:24][c:25]21.[K+:29].[K+:30].[O-:31][C:32]([O-:33])=[O:34].[OH2:41]>>[c:2]1(-[c:22]2[cH:21][c:20]3[c:25]([cH:24][cH:23]2)[C:17](=[N:16][O:15][CH3:14])[CH2:18][CH2:19]3)[cH:3][n:4][n:5]([CH3:13])[c:6]1-[c:7]1[cH:8][cH:9][n:10][cH:11][cH:12]1.